This data is from the Open Reaction Database (ORD), a public repository of structured organic reaction records. The task is: describe an organic reaction: reactants, conditions, products, and yield Reactants: CC=1C=CC(=CC1)S(=O)(=O)O (p-toluenesulfonate), C(C)(C)(C)OC(=O)NC=1C=C(C(=O)OCC#N)C=CC1 (Cyanomethyl 3-(t-butyloxycarbonylamino)-benzoate), C(C1=CC=CC=C1)OC(CN)=O (glycine benzyl ester). The reagents and catalysts are CN(C1=CC=NC=C1)C (4-dimethylaminopyridine). The solvent is C(C)N(CC)CC (triethylamine). Conditions: temperature 80 celsius. The product is C(C1=CC=CC=C1)OC(CNC(C1=CC(=CC=C1)NC(=O)OC(C)(C)C)=O)=O (N-[3-(t butyloxycarbonylamino)benzoyl]glycine benzyl ester). Reaction SMILES: [C:1]([O:5][C:6]([NH:8][C:9]1[CH:10]=[C:11]([CH:18]=[CH:19][CH:20]=1)[C:12]([O:14]CC#N)=O)=[O:7])([CH3:4])([CH3:3])[CH3:2].[CH2:21]([O:28][C:29](=[O:32])[CH2:30][NH2:31])[C:22]1[CH:27]=[CH:26][CH:25]=[CH:24][CH:23]=1.CC1C=CC(S(O)(=O)=O)=CC=1>CN(C)C1C=CN=CC=1.C(N(CC)CC)C>[CH2:21]([O:28][C:29](=[O:32])[CH2:30][NH:31][C:12](=[O:14])[C:11]1[CH:18]=[CH:19][CH:20]=[C:9]([NH:8][C:6]([O:5][C:1]([CH3:2])([CH3:3])[CH3:4])=[O:7])[CH:10]=1)[C:22]1[CH:27]=[CH:26][CH:25]=[CH:24][CH:23]=1. Procedure details: Cyanomethyl 3-(t-butyloxycarbonylamino)-benzoate [compound of Example 61-(2)] (27.6 g), glycine benzyl ester.p-toluenesulfonate (33.7 g), triethylamine (20.2 g) and 4-dimethylaminopyridine (0.2 g) are mixed. The mixture is stirred at 80° C. two nights. The reaction mixture is extracted with ethyl acetate (200 ml). The extract is washed with water, and ethyl acetate is distilled off under reduced pressure. The residue is purified by a silica gel column chromatography (eluant, chloroform-ethyl ace...